The task is: describe an organic reaction: reactants, conditions, products, and yield. This data is from the Open Reaction Database (ORD), a public repository of structured organic reaction records. The reactants are [Al+3], CC(C)(C(N)=O)N1CCOCC1, [H-], [H-], [H-], [H-], [Li+], [Na+], C1CCOC1, [OH-], O. The product is CC(C)(CN)N1CCOCC1. As a reaction SMILES: [Al+3:14].[CH3:1][C:2]([C:3](=[O:4])[NH2:5])([CH3:6])[N:7]1[CH2:8][CH2:9][O:10][CH2:11][CH2:12]1.[H-:13].[H-:16].[H-:17].[H-:18].[Li+:15].[Na+:21].[O:22]1[CH2:23][CH2:24][CH2:25][CH2:26]1.[OH-:20].[OH2:19]>>[CH3:1][C:2]([CH2:3][NH2:5])([CH3:6])[N:7]1[CH2:8][CH2:9][O:10][CH2:11][CH2:12]1. RXN SMILES: Cl[C:2]1[N:7]=[C:6]([C:8]2[C:9]([C:17]3[CH:18]=[C:19]([NH:23][C:24](=[O:33])[C:25]4[C:30](F)=[CH:29][CH:28]=[CH:27][C:26]=4F)[CH:20]=[CH:21][CH:22]=3)=[N:10][N:11]3[CH:16]=[CH:15][CH:14]=[CH:13][C:12]=23)[CH:5]=[CH:4][N:3]=1.F[C:35]1[CH:36]=[C:37]([CH:39]=[CH:40][CH:41]=1)[NH2:38]>>[CH2:2]1[C:35]2[C:41](=[CH:40][CH:39]=[C:37]([NH:38][C:2]3[N:7]=[C:6]([C:8]4[C:9]([C:17]5[CH:18]=[C:19]([NH:23][C:24](=[O:33])[C:25]6[CH:30]=[CH:29][CH:28]=[CH:27][CH:26]=6)[CH:20]=[CH:21][CH:22]=5)=[N:10][N:11]5[CH:16]=[CH:15][CH:14]=[CH:13][C:12]=45)[CH:5]=[CH:4][N:3]=3)[CH:36]=2)[CH2:5][CH2:4][NH:3]1. Reported procedure: The title compound was prepared from N-{3-[3-(2-chloro-4-pyrimidinyl)pyrazolo[1,5-a]pyridin-2-yl]phenyl}-2,6-difluorobenzamide and 3-fluoroaniline in a manner analogous to Example 27, Step D. 1H NMR (400 MHz, DMSO-d6) δ 6.58 (d, 1H, J=5.3 Hz), 6.71 (m, 1H), 7.12 (m, 1H), 7.23 (m, 3H), 7.31 (d, 1H, J=7.7 Hz), 7.44 (m, 3H), 7.53 (m, 1H), 7.76 (m, 2H), 8.00 (s, 1H), 8.29 (d, 1H, J=5.3 Hz), 8.45 (d, 1H, J=9.0 Hz), 8.84 (d, 1H, J=7.0 Hz), 9.83 (s, 1H), 10.92 (s, 1H); ESIMS (M+H)+=537. Yields the product C1NCCC2=CC=C(C=C12)NC1=NC=CC(=N1)C=1C(=NN2C1C=CC=C2)C=2C=C(C=CC2)NC(C2=CC=CC=C2)=O (N-(3-{3-[2-(1,2,3,4-tetrahydro-7-isoquinolinylamino)-4-pyrimidinyl]-pyrazolo[1,5-a]pyridin-2-yl}phenyl)benzamide). Reactants: ClC1=NC=CC(=N1)C=1C(=NN2C1C=CC=C2)C=2C=C(C=CC2)NC(C2=C(C=CC=C2F)F)=O (N-{3-[3-(2-chloro-4-pyrimidinyl)pyrazolo[1,5-a]pyridin-2-yl]phenyl}-2,6-difluorobenzamide), FC=1C=C(N)C=CC1 (3-fluoroaniline). Starting materials: COC(=O)CN(Cc1ccccc1N)C(=O)OC(C)(C)C, Cc1ccccc1, On1nnc2ccccc21. The product is CC(C)(C)OC(=O)N1CC(=O)Nc2ccccc2C1. RXN SMILES: [CH3:1][O:2][C:3]([CH2:4][N:5]([C:6](=[O:7])[O:8][C:9]([CH3:10])([CH3:11])[CH3:12])[CH2:13][c:14]1[c:15]([NH2:20])[cH:16][cH:17][cH:18][cH:19]1)=[O:21].[CH3:32][c:33]1[cH:34][cH:35][cH:36][cH:37][cH:38]1.[OH:22][n:23]1[c:24]2[c:25]([cH:26][cH:27][cH:28][cH:29]2)[n:30][n:31]1>>[O:2]=[C:3]1[CH2:4][N:5]([C:6](=[O:7])[O:8][C:9]([CH3:10])([CH3:11])[CH3:12])[CH2:13][c:14]2[c:15]([cH:16][cH:17][cH:18][cH:19]2)[NH:20]1. Reactants: N1(CCC1)S(=O)(=O)N (azetidine-1-sulfonamide), CS(=O)(=O)N (methanesulfonamide), C12(CC3CC(CC(C1)C3)C2)COC2=CC(=C(C(=O)O)C=C2I)F (4-(adamantan-1-ylmethoxy)-2-fluoro-5-iodobenzoic acid), C12(CC3CC(CC(C1)C3)C2)COC2=CC(=C(C(=O)O)C=C2Br)F (4-(adamantan-1-ylmethoxy)-5-bromo-2-fluorobenzoic acid). Product: C12(CC3CC(CC(C1)C3)C2)COC2=CC(=C(C(=O)NS(=O)(=O)C)C=C2Br)F (4-(adamantan-1-ylmethoxy)-5-bromo-2-fluoro-N-(methylsulfonyl)benzamide), solid. The yield is 49.0%. RXN SMILES: C12(COC3C(I)=CC(C(O)=O)=C(F)C=3)CC3CC(CC(C3)C1)C2.[C:24]12([CH2:34][O:35][C:36]3[C:44]([Br:45])=[CH:43][C:39]([C:40](O)=[O:41])=[C:38]([F:46])[CH:37]=3)[CH2:33][CH:28]3[CH2:29][CH:30]([CH2:32][CH:26]([CH2:27]3)[CH2:25]1)[CH2:31]2.N1(S(N)(=O)=O)CCC1.[CH3:55][S:56]([NH2:59])(=[O:58])=[O:57]>>[C:24]12([CH2:34][O:35][C:36]3[C:44]([Br:45])=[CH:43][C:39]([C:40]([NH:59][S:56]([CH3:55])(=[O:58])=[O:57])=[O:41])=[C:38]([F:46])[CH:37]=3)[CH2:33][CH:28]3[CH2:29][CH:30]([CH2:32][CH:26]([CH2:27]3)[CH2:25]1)[CH2:31]2. Procedure details: Following the procedure as described in Example 299 Step 2 and making variations as required to replace 4-(adamantan-1-ylmethoxy)-2-fluoro-5-iodobenzoic acid with 4-(adamantan-1-ylmethoxy)-5-bromo-2-fluorobenzoic acid and to replace azetidine-1-sulfonamide with methanesulfonamide, the title compound was obtained as a colorless solid (1.00 g, 49%): 1H NMR (300 MHz, DMSO-d6) δ 12.10 (br s, 1H), 7.90 (d, J=7.3 Hz, 1H), 7.17 (d, J=12.4 Hz, 1H), 3.71 (s, 2H), 3.35 (s, 3H), 1.98 (br s, 3H), 1.78-1.56 ... The reactants are C(=O)(C(F)(F)F)O (TFA), COC1=CC=C(C=C1)N1CCC2(CCN(C2)C(=O)OC(C)(C)C)CC1 (tert-butyl 8-(4-methoxyphenyl)-2,8-diazaspiro[4.5]decane-2-carboxylate). Run in C(Cl)Cl (methylene chloride). Reaction conditions: time 1 hour. The product is COC1=CC=C(C=C1)N1CCC2(CCNC2)CC1 (8-(4-Methoxyphenyl)-2,8-diazaspiro[4.5]decane). Reaction SMILES: C(O)(C(F)(F)F)=O.[CH3:8][O:9][C:10]1[CH:15]=[CH:14][C:13]([N:16]2[CH2:32][CH2:31][C:19]3([CH2:23][N:22](C(OC(C)(C)C)=O)[CH2:21][CH2:20]3)[CH2:18][CH2:17]2)=[CH:12][CH:11]=1>C(Cl)Cl>[CH3:8][O:9][C:10]1[CH:15]=[CH:14][C:13]([N:16]2[CH2:17][CH2:18][C:19]3([CH2:23][NH:22][CH2:21][CH2:20]3)[CH2:31][CH2:32]2)=[CH:12][CH:11]=1. Reported procedure: TFA (1.2 ml) was added to a solution of tert-butyl 8-(4-methoxyphenyl)-2,8-diazaspiro[4.5]decane-2-carboxylate (200 mg, 0.57 mmol, 1.0 eq.) in methylene chloride (5 ml) at 0° C. and the reaction mixture was stirred at RT for 1 h. After completion of the reaction, the solvent was evaporated under reduced pressure to give the desired product as a yellow sticky solid which was used in the next step without further purification. Run in CCO (EtOH). The reactants are O.NN (hydrazine hydrate), C(#N)C(C(=O)N)=C(SC)SC (2-cyano-3,3-bis(methylthio)acrylamide), amide, CS(=O)(=O)C1=CC=C(CN)C=C1 (4-Methylsulphonylbenzylamine). Procedure: Dissolved 0.500 g 2-cyano-3,3-bis(methylthio)acrylamide in 15 mL EtOH and added 4-Methylsulphonylbenzylamine (1.0 eq.). Stirred reaction at 75° C. until starting amide was absent by HPLC. Once complete (18 hrs), reaction was brought to room temperature and filtered to obtain a light yellow powder as product. Product was allowed to dry under vacuum for 1 hr. Product was then suspended in 10 mL EtOH and hydrazine hydrate (1 eq.) was added dropwise. Reaction was heated at 75° C. until intermediate ... As a reaction SMILES: [C:1]([C:3](=[C:7](SC)SC)[C:4]([NH2:6])=[O:5])#[N:2].[CH3:12][S:13]([C:16]1[CH:23]=[CH:22][C:19]([CH2:20][NH2:21])=[CH:18][CH:17]=1)(=[O:15])=[O:14].O.[NH2:25][NH2:26]>CCO>[NH2:2][C:1]1[NH:26][N:25]=[C:7]([NH:21][CH2:20][C:19]2[CH:22]=[CH:23][C:16]([S:13]([CH3:12])(=[O:14])=[O:15])=[CH:17][CH:18]=2)[C:3]=1[C:4]([NH2:6])=[O:5] |f:2.3|. Yields the product NC1=C(C(=NN1)NCC1=CC=C(C=C1)S(=O)(=O)C)C(=O)N (5-amino-3-((4-(methylsulfonyl)benzyl)amino)-1H-pyrazole-4-carboxamide). Reaction conditions: temperature 75 celsius.